From a dataset of the Open Reaction Database (ORD), a public repository of structured organic reaction records. describe an organic reaction: reactants, conditions, products, and yield Starting materials: COC1=CC=C(C=C1)C=1N=NC(=CC1C1=CC=C(C=C1)OC)Cl (3,4-bis(4-methoxyphenyl)-6-chloropyridazine), FC1=C(C(=C(C(=C1F)F)F)F)O (2,3,4,5,6-pentafluorophenol). Product: COC1=CC=C(C=C1)C=1N=NC(=CC1C1=CC=C(C=C1)OC)OC1=C(C(=C(C(=C1F)F)F)F)F (3,4-bis(4-methoxyphenyl)-6(2,3,4,5,6-pentafluorophenoxy)pyridazine), solid. The yield is 60.5%. Reaction SMILES: [CH3:1][O:2][C:3]1[CH:8]=[CH:7][C:6]([C:9]2[N:10]=[N:11][C:12](Cl)=[CH:13][C:14]=2[C:15]2[CH:20]=[CH:19][C:18]([O:21][CH3:22])=[CH:17][CH:16]=2)=[CH:5][CH:4]=1.[F:24][C:25]1[C:30]([F:31])=[C:29]([F:32])[C:28]([F:33])=[C:27]([F:34])[C:26]=1[OH:35]>>[CH3:1][O:2][C:3]1[CH:8]=[CH:7][C:6]([C:9]2[N:10]=[N:11][C:12]([O:35][C:26]3[C:27]([F:34])=[C:28]([F:33])[C:29]([F:32])=[C:30]([F:31])[C:25]=3[F:24])=[CH:13][C:14]=2[C:15]2[CH:20]=[CH:19][C:18]([O:21][CH3:22])=[CH:17][CH:16]=2)=[CH:5][CH:4]=1. Reported procedure: In a similar manner as in Example 2, 3,4-bis(4-methoxyphenyl)-6-chloropyridazine (200 mg, 0.613 mmol) and 2,3,4,5,6-pentafluorophenol were reacted as starting materials at 150° C. for 24 hours and post-treatment was then conducted, whereby the title compound was obtained as a colorless amorphous solid (175.6 mg, 60.5%). Starting materials: CC1C[NH+]([O-])CCO1, CC#N, OCCCCc1ccccc1. Yields the product O=CCCCc1ccccc1. As a reaction SMILES: [CH3:1][CH:2]1[CH2:3][NH+:4]([O-:5])[CH2:6][CH2:7][O:8]1.[CH3:20][C:21]#[N:22].[c:9]1([CH2:15][CH2:16][CH2:17][CH2:18][OH:19])[cH:10][cH:11][cH:12][cH:13][cH:14]1>>[c:9]1([CH2:15][CH2:16][CH2:17][CH:18]=[O:19])[cH:10][cH:11][cH:12][cH:13][cH:14]1. Starting materials: Cl (hydrochloric acid), COC=1C=C(C=C(C1OC)OC)C1=CC=C(C(=O)N2CCN(CC2)CCN2CCN(CC2)C(C2=CC=C(C=C2)C2=CC(=C(C(=C2)OC)OC)OC)=O)C=C1 (1,2-bis[4-[4-(3,4,5-trimethoxyphenyl)benzoyl]-1-piperazinyl]ethane). Solvent: C(C)O (ethanol). Product: Cl.Cl.COC=1C=C(C=C(C1OC)OC)C1=CC=C(C(=O)N2CCN(CC2)CCN2CCN(CC2)C(C2=CC=C(C=C2)C2=CC(=C(C(=C2)OC)OC)OC)=O)C=C1 (1,2-bis[4-[4-(3,4,5-Trimethoxyphenyl)-benzoyl]-1-piperazinyl]ethane Dihydrochloride). RXN SMILES: [ClH:1].[CH3:2][O:3][C:4]1[CH:5]=[C:6]([C:14]2[CH:55]=[CH:54][C:17]([C:18]([N:20]3[CH2:25][CH2:24][N:23]([CH2:26][CH2:27][N:28]4[CH2:33][CH2:32][N:31]([C:34](=[O:53])[C:35]5[CH:40]=[CH:39][C:38]([C:41]6[CH:46]=[C:45]([O:47][CH3:48])[C:44]([O:49][CH3:50])=[C:43]([O:51][CH3:52])[CH:42]=6)=[CH:37][CH:36]=5)[CH2:30][CH2:29]4)[CH2:22][CH2:21]3)=[O:19])=[CH:16][CH:15]=2)[CH:7]=[C:8]([O:12][CH3:13])[C:9]=1[O:10][CH3:11]>C(O)C>[ClH:1].[ClH:1].[CH3:48][O:47][C:45]1[CH:46]=[C:41]([C:38]2[CH:37]=[CH:36][C:35]([C:34]([N:31]3[CH2:32][CH2:33][N:28]([CH2:27][CH2:26][N:23]4[CH2:24][CH2:25][N:20]([C:18](=[O:19])[C:17]5[CH:16]=[CH:15][C:14]([C:6]6[CH:7]=[C:8]([O:12][CH3:13])[C:9]([O:10][CH3:11])=[C:4]([O:3][CH3:2])[CH:5]=6)=[CH:55][CH:54]=5)[CH2:21][CH2:22]4)[CH2:29][CH2:30]3)=[O:53])=[CH:40][CH:39]=2)[CH:42]=[C:43]([O:51][CH3:52])[C:44]=1[O:49][CH3:50] |f:3.4.5|. Reported procedure: Concentrated hydrochloric acid (0.028 ml; 0.34 mmol) was added to a solution of 1,2-bis[4-[4-(3,4,5-trimethoxyphenyl)benzoyl]-1-piperazinyl]ethane (84 mg; 0.11 mmol) in ethanol (5 ml) and the reaction mixture was concentrated under reduced pressure. A process of adding ethanol (10 ml) to the residue and concentrating the mixture under reduced pressure was performed twice. The resultant crude crystals were suspended in methanol and collected by filtration to obtain the title compound as a colorle... The reactants are C(C)(=O)O[C@@H]1C([C@@H]2CC[C@]3([C@@]4(CC[C@@]5([C@@H]([C@H]4CC[C@@H]3[C@]2(CC1)C)[C@@H](CC5)C(=C)C)C(NC5C=CC(C5)CO)=O)C)C)(C)C ((1R,3aS,5aR,5bR,7aR,9S,11aR,11bR,13aR,13bR)-3a-(4-(hydroxymethyl)cyclopent-2-enylcarbamoyl)-5a,5b,8,8,11a-pentamethyl-1-(prop-1-en-2-yl)icosahydro-1H-cyclopenta[a]chrysen-9-yl acetate), C1CCOC1 (THF), [OH-].[Na+] (sodium hydroxide). Solvent: CO (MeOH). Run at time 6 hour. Product: O[C@@H]1C([C@@H]2CC[C@]3([C@@]4(CC[C@@]5([C@@H]([C@H]4CC[C@@H]3[C@]2(CC1)C)[C@@H](CC5)C(=C)C)C(=O)NC5C=CC(C5)CO)C)C)(C)C ((1R,3aS,5aR,5bR,7aR,9S,11aR,11bR,13aR,13bR)-9-hydroxy-N-(4-(hydroxymethyl)cyclopent-2-enyl)-5a,5b,8,8,11a-pentamethyl-1-(prop-1-en-2-yl)icosahydro-1H-cyclopenta[a]chrysene-3a-carboxamide). Isolated yield 68.5%. As a reaction SMILES: C([O:4][C@H:5]1[CH2:22][CH2:21][C@@:20]2([CH3:23])[C@@H:7]([CH2:8][CH2:9][C@:10]3([CH3:41])[C@@H:19]2[CH2:18][CH2:17][C@H:16]2[C@@:11]3([CH3:40])[CH2:12][CH2:13][C@@:14]3([C:30](=[O:39])[NH:31][CH:32]4[CH2:36][CH:35]([CH2:37][OH:38])[CH:34]=[CH:33]4)[CH2:26][CH2:25][C@@H:24]([C:27]([CH3:29])=[CH2:28])[C@@H:15]32)[C:6]1([CH3:43])[CH3:42])(=O)C.C1COCC1.[OH-].[Na+]>CO>[OH:4][C@H:5]1[CH2:22][CH2:21][C@@:20]2([CH3:23])[C@@H:7]([CH2:8][CH2:9][C@:10]3([CH3:41])[C@@H:19]2[CH2:18][CH2:17][C@H:16]2[C@@:11]3([CH3:40])[CH2:12][CH2:13][C@@:14]3([C:30]([NH:31][CH:32]4[CH2:36][CH:35]([CH2:37][OH:38])[CH:34]=[CH:33]4)=[O:39])[CH2:26][CH2:25][C@@H:24]([C:27]([CH3:29])=[CH2:28])[C@@H:15]32)[C:6]1([CH3:43])[CH3:42] |f:2.3|. Procedure: (1R,3aS,5aR,5bR,7aR,9S,11aR,11bR,13aR,13bR)-3a-(4-(hydroxymethyl)cyclopent-2-enylcarbamoyl)-5a,5b,8,8,11a-pentamethyl-1-(prop-1-en-2-yl)icosahydro-1H-cyclopenta[a]chrysen-9-yl acetate (Example 27, 0.22 g) in MeOH:THF (8:8 ml) and cooled the contents to 0° C. then sodium hydroxide (0.05 g in 4 ml water) was added and the contents were stirred for about 6 hours at room temperature then completion of the reaction was monitored by TLC. The reaction mixture was evaporated under reduced pressure, the ... Starting materials: FC=1C=C(C=CC1F)C1=NNC2=C1CN(CC2)C(=O)OC(C)(C)C (tert-butyl 3-(3,4-difluorophenyl)-6,7-dihydro-1H-pyrazolo[4,3-c]pyridine-5(4H)-carboxylate), O1CC(CCC1)=O (dihydro-2H-pyran-3(4H)-one). Product: FC=1C=C(C=CC1F)C=1C2=C(NN1)COCC2 (3-(3,4-difluorophenyl)-1,4,5,7-tetrahydropyrano[3,4-c]pyrazole). Reaction SMILES: [F:1][C:2]1[CH:3]=[C:4]([C:9]2[C:13]3[CH2:14]N(C(OC(C)(C)C)=O)C[CH2:17][C:12]=3[NH:11][N:10]=2)[CH:5]=[CH:6][C:7]=1[F:8].[O:25]1CCCC(=O)[CH2:26]1>>[F:1][C:2]1[CH:3]=[C:4]([C:9]2[C:13]3[CH2:14][CH2:26][O:25][CH2:17][C:12]=3[NH:11][N:10]=2)[CH:5]=[CH:6][C:7]=1[F:8]. Reported procedure: Intermediate 16B was prepared according to the procedure for the synthesis of intermediate 15 by replacing 1-Boc-4-piperidone with dihydro-2H-pyran-3(4H)-one LCMS (+ESI) m/z=236 [M+H]+. 1H NMR (CDCl3) δ 7.37-7.41 (m, 1H), 7.29-7.32 (m, 1H) 7.17-7.24 (m, 1H), 4.76 (s, 2H), 3.95 (t, J=5.5 Hz, 2H), 2.84 (t, J=5.5 Hz, 2H). Reactants: BrC=1C=CC(=C(C#N)C1)C (5-bromo-2-methylbenzonitrile), OB(C1=CC=CC=C1)O (dihydroxyphenylborane), C([O-])([O-])=O.[K+].[K+] (potassium carbonate), O (water). Reagents/catalysts: [Br-].C(CCC)[N+](CCCC)(CCCC)CCCC (tetrabutylammonium bromide), C(C)(=O)[O-].[Pd+2].C(C)(=O)[O-] (palladium acetate). Solvent: C(Cl)(Cl)Cl (chloroform). Run at temperature 75 celsius, time 11 hour. Yields the product CC1=C(C#N)C=C(C=C1)C1=CC=CC=C1 (2-methyl-5-phenylbenzonitrile). Yield: 71.4%. As a reaction SMILES: Br[C:2]1[CH:3]=[CH:4][C:5]([CH3:10])=[C:6]([CH:9]=1)[C:7]#[N:8].OB(O)[C:13]1[CH:18]=[CH:17][CH:16]=[CH:15][CH:14]=1.C(=O)([O-])[O-].[K+].[K+].O>[Br-].C([N+](CCCC)(CCCC)CCCC)CCC.C([O-])(=O)C.[Pd+2].C([O-])(=O)C.C(Cl)(Cl)Cl>[CH3:10][C:5]1[CH:4]=[CH:3][C:2]([C:13]2[CH:18]=[CH:17][CH:16]=[CH:15][CH:14]=2)=[CH:9][C:6]=1[C:7]#[N:8] |f:2.3.4,6.7,8.9.10|. Procedure: A mixture of 27.4 g (140 mmol) of 5-bromo-2-methylbenzonitrile, 19.5 g (160 mmol) of dihydroxyphenylborane, 629 mg (2.8 mmol) of palladium acetate (II), 45.1 g (140 mmol) of tetrabutylammonium bromide, 48.4 g (350 mmol) of potassium carbonate and 280 ml of water was stirred at 75° C. for 11 hours under nitrogen flow. To the reaction solution was added chloroform, the organic layer was washed with water, dried over anhydrous magnesium sulfate, then, concentrated. The residue was re-crystallized f... RXN SMILES: [CH3:21][C:22]#[N:23].[Cl-:8].[ClH:20].[N:1]([O:2][C:3]([CH3:4])([CH3:5])[CH3:6])=[O:7].[NH2:9][c:10]1[s:11][c:12]([C:15](=[O:16])[O:17][CH2:18][CH3:19])[cH:13][n:14]1>>[Cl:8][c:10]1[s:11][c:12]([C:15](=[O:16])[O:17][CH2:18][CH3:19])[cH:13][n:14]1. Product: CCOC(=O)c1cnc(Cl)s1. Starting materials: CC#N, [Cl-], Cl, CC(C)(C)ON=O, CCOC(=O)c1cnc(N)s1. Starting materials: COc1cc(CBr)ccc1CO, CC(C)(C)[Si](C)(C)Cl, ClCCl, c1c[nH]cn1. Product: COc1cc(CBr)ccc1CO[Si](C)(C)C(C)(C)C. Reaction SMILES: [Br:1][CH2:2][c:3]1[cH:4][c:5]([O:11][CH3:12])[c:6]([CH2:9][OH:10])[cH:7][cH:8]1.[C:18]([CH3:19])([CH3:20])([CH3:21])[Si:22]([CH3:23])([CH3:24])[Cl:25].[Cl:26][CH2:27][Cl:28].[nH:13]1[cH:14][cH:15][n:16][cH:17]1>>[Br:1][CH2:2][c:3]1[cH:4][c:5]([O:11][CH3:12])[c:6]([CH2:9][O:10][Si:22]([C:18]([CH3:19])([CH3:20])[CH3:21])([CH3:23])[CH3:24])[cH:7][cH:8]1.